Dataset: the Open Reaction Database (ORD), a public repository of structured organic reaction records. Task: describe an organic reaction: reactants, conditions, products, and yield The reactants are CC1=NNC=C1 (3-methylpyrazole), ClC=1SC(=C(N1)Cl)[N+](=O)[O-] (2,4-dichloro-5-nitrothiazole), ice water. Run in CN1C(CCC1)=O (N-methyl-2-pyrrolidinone). Reaction conditions: time 4 day. The product is ClC=1N=C(SC1[N+](=O)[O-])N1N=C(C=C1)C (4-chloro-2-(3-methyl-1-pyrazolyl)-5-nitrothiazole). Isolated yield 94.8%. As a reaction SMILES: [CH3:1][C:2]1[CH:6]=[CH:5][NH:4][N:3]=1.Cl[C:8]1[S:9][C:10]([N+:14]([O-:16])=[O:15])=[C:11]([Cl:13])[N:12]=1>CN1CCCC1=O>[Cl:13][C:11]1[N:12]=[C:8]([N:4]2[CH:5]=[CH:6][C:2]([CH3:1])=[N:3]2)[S:9][C:10]=1[N+:14]([O-:16])=[O:15]. Reported procedure: 4.1 g (0.05 mol) of 3-methylpyrazole are added to a solution of 5.0 g (0.025 mol) of 2,4-dichloro-5-nitrothiazole in 50 ml of N-methyl-2-pyrrolidinone at room temperature. After the mixture has been left to stand at room temperature for four days, it is stirred into 500 ml of ice-water and the precipitate is filtered off, washed with water and dried. 5.8 g (94.9% of theory) of 4-chloro-2-(3-methyl-1-pyrazolyl)-5-nitrothiazole of melting point 153° C. are obtained. Reactants: C1(=CC=CC=C1)C1=C(C(=O)O)C(C=C(N1C)C1=CC=CC=C1)=O (2,6-diphenyl-1-methyl-4-oxonicotinic acid), [OH-].[Na+] (NaOH), carboxylic acid, [OH-].[Na+] (NaOH). Solvent: CO (methanol). Product: C1(=CC=CC=C1)C1=C(C(=O)[O-])C(C=C(N1C)C1=CC=CC=C1)=O.[Na+] (sodium 2,6-diphenyl-1-methyl-4-oxonicotinate). The yield is 94.4%. Reaction SMILES: [C:1]1([C:7]2[N:15]([CH3:16])[C:14]([C:17]3[CH:22]=[CH:21][CH:20]=[CH:19][CH:18]=3)=[CH:13][C:12](=[O:23])[C:8]=2[C:9]([OH:11])=[O:10])[CH:6]=[CH:5][CH:4]=[CH:3][CH:2]=1.[OH-].[Na+:25]>CO>[C:1]1([C:7]2[N:15]([CH3:16])[C:14]([C:17]3[CH:22]=[CH:21][CH:20]=[CH:19][CH:18]=3)=[CH:13][C:12](=[O:23])[C:8]=2[C:9]([O-:11])=[O:10])[CH:2]=[CH:3][CH:4]=[CH:5][CH:6]=1.[Na+:25] |f:1.2,4.5|. Procedure: 1.73 gms of 2,6-diphenyl-1-methyl-4-oxonicotinic acid was suspended in 50 mls of dry methanol. 0.25 gms of NaOH was added. After the carboxylic acid and the NaOH dissolved the solvent was removed yielding 1.75 gms of sodium 2,6-diphenyl-1-methyl-4-oxonicotinate as a glassy solid. As a reaction SMILES: [Cl:1][C:2]1[CH:3]=[C:4]([C:22]2([C:26]([O:28]CC)=[O:27])[CH2:25][CH2:24][CH2:23]2)[CH:5]=[C:6]([C:14]2[CH:19]=[CH:18][C:17]([S:20][CH3:21])=[CH:16][CH:15]=2)[C:7]=1[O:8][CH2:9][C:10]([F:13])([F:12])[F:11].O.[OH-].[Li+]>CO.C1COCC1.O>[Cl:1][C:2]1[CH:3]=[C:4]([C:22]2([C:26]([OH:28])=[O:27])[CH2:23][CH2:24][CH2:25]2)[CH:5]=[C:6]([C:14]2[CH:19]=[CH:18][C:17]([S:20][CH3:21])=[CH:16][CH:15]=2)[C:7]=1[O:8][CH2:9][C:10]([F:13])([F:11])[F:12] |f:1.2.3,4.5.6|. Isolated yield 87.9%. Procedure details: A mixture of ethyl 1-(5-chloro-4′-(methylthio)-6-(2,2,2-trifluoroethoxy)biphenyl-3-yl)cyclobutane carboxylate (325 mg, 0.70 mmol) and lithium hydroxide monohydrate (186 mg, 4.44 mmol) in MeOH/THF/Water solvent mixture (10 ml/10 ml/10/ml) was stirred for 3 h at room temperature. After completion of the reaction, the volatiles were removed under reduced pressure. The residue was diluted with water, acidified with 5% HCl solution and extracted with ethyl acetate (2×25 mL). The combined organic laye... Yields the product ClC=1C=C(C=C(C1OCC(F)(F)F)C1=CC=C(C=C1)SC)C1(CCC1)C(=O)O (1-(5-chloro-4′-(methylthio)-6-(2,2,2-trifluoroethoxy)biphenyl-3-yl)cyclobutane carboxylic acid). Conditions: time 3 hour. The reactants are ClC=1C=C(C=C(C1OCC(F)(F)F)C1=CC=C(C=C1)SC)C1(CCC1)C(=O)OCC (ethyl 1-(5-chloro-4′-(methylthio)-6-(2,2,2-trifluoroethoxy)biphenyl-3-yl)cyclobutane carboxylate), O.[OH-].[Li+] (lithium hydroxide monohydrate). Run in CO.C1CCOC1.O (MeOH THF Water). The reactants are [Cl-].[Al+3].[Cl-].[Cl-] (aluminum chloride), OC=1C=CC=C2C=CC(NC12)=O (8-hydroxycarbostyril), ClCC(=O)Cl (chloroacetyl chloride). Yields the product ClCC(=O)OC=1C=CC=C2C=CC(NC12)=O (8-chloroacetoxycarbostyril). Reaction SMILES: [Cl-].[Al+3].[Cl-].[Cl-].[OH:5][C:6]1[CH:7]=[CH:8][CH:9]=[C:10]2[C:15]=1[NH:14][C:13](=[O:16])[CH:12]=[CH:11]2.[Cl:17][CH2:18][C:19](Cl)=[O:20]>>[Cl:17][CH2:18][C:19]([O:5][C:6]1[CH:7]=[CH:8][CH:9]=[C:10]2[C:15]=1[NH:14][C:13](=[O:16])[CH:12]=[CH:11]2)=[O:20] |f:0.1.2.3|. Procedure: 20 g of aluminum chloride was added to 5.0 g of 8-hydroxycarbostyril (VII) and the resulting mixture was thoroughly mixed. 10 g of chloroacetyl chloride was gradually added to the mixture while ice-cooling. The mixture was allowed to react by heating at 40° to 45° C. for 2 hours to form 8-chloroacetoxycarbostyril (V) followed by stirring at 70° C. for 3 hours. After cooling, the precipitated crystals were collected by filtration, and the crystals were washed with 300 ml of water followed by recr... The reactants are CC(C)O, CCOC(C)=O, CC(=O)[O-], CCSC(=N)Nc1nc(C)c(-c2cc(C)ccn2)s1, Cl, NO, [Na+]. Product: Cc1ccnc(-c2sc(NC(=N)NO)nc2C)c1. As a reaction SMILES: [CH3:28][CH:29]([OH:30])[CH3:31].[CH3:32][CH2:33][O:34][C:35](=[O:36])[CH3:37].[CH3:5][C:6](=[O:7])[O-:8].[CH3:9][c:10]1[n:11][c:12]([NH:22][C:23]([S:24][CH2:25][CH3:26])=[NH:27])[s:13][c:14]1-[c:15]1[n:16][cH:17][cH:18][c:19]([CH3:21])[cH:20]1.[ClH:1].[NH2:2][OH:3].[Na+:4]>>[NH:2]([OH:3])[C:23]([NH:22][c:12]1[n:11][c:10]([CH3:9])[c:14](-[c:15]2[n:16][cH:17][cH:18][c:19]([CH3:21])[cH:20]2)[s:13]1)=[NH:27].